From a dataset of the Open Reaction Database (ORD), a public repository of structured organic reaction records. describe an organic reaction: reactants, conditions, products, and yield Starting materials: C(C)(C)(C)OC(=O)N(C1=CC=C(OC=2C=CC(=C(C2)N(C(OC(C)(C)C)=O)C)[N+](=O)[O-])C=C1)CCCCCC (t-butyl N-{5-[4-(t-butoxycarbonyl-n-hexylamino)phenoxy]-2-nitrophenyl}-N-methylcarbamate), C1(=CC=CC=C1)C.C(C)(=O)OCC (toluene ethyl acetate). Reagents/catalysts: [Pd] (palladium on carbon). Run in CCCCCC.C(C)(=O)OCC (n-hexane ethyl acetate). The product is NC1=C(C=C(C=C1)OC1=CC=C(C=C1)N(CCCCCC)C(=O)OC(C)(C)C)N(C(OC(C)(C)C)=O)C (t-Butyl N-{2-amino-5-[4-(t-butoxycarbonyl-n-hexylamino)phenoxy]phenyl}-N-methylcarbamate). The yield is 100.5%. As a reaction SMILES: [C:1]([O:5][C:6]([N:8]([CH2:34][CH2:35][CH2:36][CH2:37][CH2:38][CH3:39])[C:9]1[CH:33]=[CH:32][C:12]([O:13][C:14]2[CH:15]=[CH:16][C:17]([N+:29]([O-])=O)=[C:18]([N:20]([CH3:28])[C:21](=[O:27])[O:22][C:23]([CH3:26])([CH3:25])[CH3:24])[CH:19]=2)=[CH:11][CH:10]=1)=[O:7])([CH3:4])([CH3:3])[CH3:2].C1(C)C=CC=CC=1.C(OCC)(=O)C>[Pd].CCCCCC.C(OCC)(=O)C>[NH2:29][C:17]1[CH:16]=[CH:15][C:14]([O:13][C:12]2[CH:11]=[CH:10][C:9]([N:8]([C:6]([O:5][C:1]([CH3:2])([CH3:3])[CH3:4])=[O:7])[CH2:34][CH2:35][CH2:36][CH2:37][CH2:38][CH3:39])=[CH:33][CH:32]=2)=[CH:19][C:18]=1[N:20]([CH3:28])[C:21](=[O:27])[O:22][C:23]([CH3:26])([CH3:25])[CH3:24] |f:1.2,4.5|. Reported procedure: In a similar manner to that described in Reference Example 7, a reaction was carried out using t-butyl N-{5-[4-(t-butoxycarbonyl-n-hexylamino)phenoxy]-2-nitrophenyl}-N-methylcarbamate (13.8 g), palladium on carbon (10%, 1.0 g) and toluene/ethyl acetate=1/1 (140 ml) and the reaction mixture was purified to give the title compound (13.1 g). Reactants: [N+](=O)([O-])C1=CC=C(C(C(=O)O)=C1)O (5-nitrosalicylic acid), S(O)(O)(=O)=O (sulfuric acid), C(C)O (ethanol), [OH-].[Na+] (sodium hydroxide). Yields the product [N+](=O)([O-])C1=CC=C(C(C(=O)OCC)=C1)O (Ethyl 5-nitrosalicylate). Yield: 85.0%. Reaction SMILES: [N+:1]([C:4]1[CH:12]=[C:8]([C:9]([OH:11])=[O:10])[C:7]([OH:13])=[CH:6][CH:5]=1)([O-:3])=[O:2].S(=O)(=O)(O)O.[OH-].[Na+].[CH2:21](O)[CH3:22]>>[N+:1]([C:4]1[CH:12]=[C:8]([C:9]([O:11][CH2:21][CH3:22])=[O:10])[C:7]([OH:13])=[CH:6][CH:5]=1)([O-:3])=[O:2] |f:2.3|. Reported procedure: To a solution of 5-nitrosalicylic acid (10.8 g) in ethanol (100 ml) was added concentrated sulfuric acid (92.0 g) with stirring at room temperature, and the resulting mixture was refluxed for 7.5 hours. After cooling to room temperature, the reaction mixture was neutralized with an aqueous sodium hydroxide solution and extracted with ethyl acetate. The extract was washed successively with a saturated aqueous sodium hydrogencarbonate solution, 0.5N hydrochloric acid and a saturated aqueous sodium... Reactants: BrC=1C=CC(=C(C(=O)OC)C1)NC(CC1=C(C=CC=C1)Cl)=O (methyl 5-bromo-2-(2-(2-chlorophenyl)acetamido)benzoate), BrC=1C=C2C(=C(C(NC2=CC1)=O)C1=CC=CC=C1)O (6-Bromo-4-hydroxy-3-phenylquinolin-2(1H)-one), Intermediate 2, BrC=1C=CC(=C(C(=O)[O-])C1)NC(CC1=CC=CC=C1)=O (5-bromo-2-(2-phenylacetamido)benzoate). The product is BrC=1C=C2C(=C(C(NC2=CC1)=O)C1=C(C=CC=C1)Cl)O (6-Bromo-3-(2-chlorophenyl)-4-hydroxyquinolin-2(1H)-one). As a reaction SMILES: [Br:1][C:2]1[CH:3]=[CH:4][C:5]([NH:12][C:13](=[O:22])[CH2:14][C:15]2[CH:20]=[CH:19][CH:18]=[CH:17][C:16]=2[Cl:21])=[C:6]([CH:11]=1)[C:7]([O:9]C)=O.BrC1C=CC(NC(=O)CC2C=CC=CC=2)=C(C=1)C([O-])=O.BrC1C=C2C(=CC=1)NC(=O)C(C1C=CC=CC=1)=C2O>>[Br:1][C:2]1[CH:11]=[C:6]2[C:5](=[CH:4][CH:3]=1)[NH:12][C:13](=[O:22])[C:14]([C:15]1[CH:20]=[CH:19][CH:18]=[CH:17][C:16]=1[Cl:21])=[C:7]2[OH:9]. Reported procedure: The title compound was prepared using methyl 5-bromo-2-(2-(2-chlorophenyl)acetamido)benzoate (Intermediate 2, step a) in place of 5-bromo-2-(2-phenylacetamido)benzoate using the procedure described for Intermediate 1, step b. The reactants are FC(F)(F)c1cccc2c(Cl)ccnc12, Cl, O=C(Cl)c1ccc(C(F)(F)F)cc1Nc1ccnc2c(C(F)(F)F)cccc12, Nc1cc(C(F)(F)F)ccc1C(=O)O, CCN1CCCC(N)C1, O=S(Cl)Cl. The product is CCN1CCCC(NC(=O)c2ccc(C(F)(F)F)cc2Nc2ccnc3c(C(F)(F)F)cccc23)C1. Reaction SMILES: [Cl:30][c:31]1[c:32]2[c:33]([c:34]([C:35]([F:36])([F:37])[F:38])[cH:39][cH:40][cH:41]2)[n:42][cH:43][cH:44]1.[ClH:1].[F:2][C:3]([c:4]1[cH:5][c:6]([NH:13][c:14]2[cH:15][cH:16][n:17][c:18]3[c:19]([C:24]([F:25])([F:26])[F:27])[cH:20][cH:21][cH:22][c:23]23)[c:7]([C:8](=[O:9])[Cl:10])[cH:11][cH:12]1)([F:28])[F:29].[NH2:45][c:46]1[cH:47][c:48]([C:49]([F:50])([F:51])[F:52])[cH:53][cH:54][c:55]1[C:56]([OH:57])=[O:58].[NH2:63][CH:64]1[CH2:65][N:66]([CH2:70][CH3:71])[CH2:67][CH2:68][CH2:69]1.[S:59]([Cl:60])([Cl:61])=[O:62]>>[F:2][C:3]([c:4]1[cH:5][c:6]([NH:13][c:14]2[cH:15][cH:16][n:17][c:18]3[c:19]([C:24]([F:25])([F:26])[F:27])[cH:20][cH:21][cH:22][c:23]23)[c:7]([C:8](=[O:9])[NH:63][CH:64]2[CH2:65][N:66]([CH2:70][CH3:71])[CH2:67][CH2:68][CH2:69]2)[cH:11][cH:12]1)([F:28])[F:29]. Starting materials: Cl (hydrochloric acid), C(=O)NC=1SC=C(N1)C(C(=O)NC1[C@@H]2N(C(=CCS2)C(=O)O)C1=O)=NOCCCNC(=O)OC(C)(C)C (7-[2-(2-formamidothiazol-4-yl)-2-(3-tert-butoxycarbonylaminopropoxyimino)acetamido]-3-cephem-4-carboxylic acid). The solvent is CO (methanol). Conditions: time 3.5 hour. Product: NC=1SC=C(N1)C(C(=O)NC1[C@@H]2N(C(=CCS2)C(=O)O)C1=O)=NOCCCN (7-[2-(2-aminothiazol-4-yl)-2-(3-aminopropoxyimino)-acetamido]-3-cephem-4-carboxylic acid). Isolated yield 61.9%. RXN SMILES: Cl.C([NH:4][C:5]1[S:6][CH:7]=[C:8]([C:10](=[N:26][O:27][CH2:28][CH2:29][CH2:30][NH:31]C(OC(C)(C)C)=O)[C:11]([NH:13][CH:14]2[C:24](=[O:25])[N:16]3[C:17]([C:21]([OH:23])=[O:22])=[CH:18][CH2:19][S:20][C@H:15]23)=[O:12])[N:9]=1)=O>CO>[NH2:4][C:5]1[S:6][CH:7]=[C:8]([C:10](=[N:26][O:27][CH2:28][CH2:29][CH2:30][NH2:31])[C:11]([NH:13][CH:14]2[C:24](=[O:25])[N:16]3[C:17]([C:21]([OH:23])=[O:22])=[CH:18][CH2:19][S:20][C@H:15]23)=[O:12])[N:9]=1. Procedure details: Conc.hydrochloric acid (1.6 ml.) was added to a solution of 7-[2-(2-formamidothiazol-4-yl)-2-(3-tert-butoxycarbonylaminopropoxyimino)acetamido]-3-cephem-4-carboxylic acid (syn isomer, 2.1 g.) in methanol (30 ml.), and stirred at room temperature for 3.5 hours. After evaporating the solvent in vacuo, methanol was added to the residue and the mixture was evaporated in vacuo again. The residue was dissolved in water (30 ml.) and adjusted to pH 3.5 with a sodium bicarbonate saturated aqueous solutio... Starting materials: CC(C)(C)OC(=O)NCCCN, O=C(NC1CC1)c1cccc2sc(-c3nc(Cl)ncc3Cl)cc12, CCN(C(C)C)C(C)C, ClCCl. Yields the product CC(C)(C)OC(=O)NCCCNc1ncc(Cl)c(-c2cc3c(C(=O)NC4CC4)cccc3s2)n1. Reaction SMILES: [C:24]([CH3:25])([CH3:26])([CH3:27])[O:28][C:29]([NH:30][CH2:31][CH2:32][CH2:33][NH2:34])=[O:35].[CH:1]1([NH:4][C:5](=[O:6])[c:7]2[cH:8][cH:9][cH:10][c:11]3[s:12][c:13](-[c:16]4[n:17][c:18]([Cl:23])[n:19][cH:20][c:21]4[Cl:22])[cH:14][c:15]23)[CH2:2][CH2:3]1.[CH:36]([N:37]([CH2:38][CH3:39])[CH:40]([CH3:41])[CH3:42])([CH3:43])[CH3:44].[Cl:45][CH2:46][Cl:47]>>[CH:1]1([NH:4][C:5](=[O:6])[c:7]2[cH:8][cH:9][cH:10][c:11]3[s:12][c:13](-[c:16]4[n:17][c:18]([NH:34][CH2:33][CH2:32][CH2:31][NH:30][C:29]([O:28][C:24]([CH3:25])([CH3:26])[CH3:27])=[O:35])[n:19][cH:20][c:21]4[Cl:22])[cH:14][c:15]23)[CH2:2][CH2:3]1. Starting materials: CC(C#N)(CC1CC1)c1cccc(C(=O)O)c1, CN(C)C=O, CN1CCCC1=O, O=C(Cl)C(=O)Cl, COc1ccc(N)cc1Oc1ccc2nc(NC(=O)C3CC3)cn2n1, C1CCOC1. Yields the product COc1ccc(NC(=O)c2cccc(C(C)(C#N)CC3CC3)c2)cc1Oc1ccc2nc(NC(=O)C3CC3)cn2n1. As a reaction SMILES: [C:1](#[N:2])[C:3]([CH2:4][CH:5]1[CH2:6][CH2:7]1)([CH3:8])[c:9]1[cH:10][c:11]([C:12](=[O:13])[OH:14])[cH:15][cH:16][cH:17]1.[CH3:24][N:25]([CH3:26])[CH:27]=[O:28].[CH3:54][N:55]1[CH2:56][CH2:57][CH2:58][C:59]1=[O:60].[Cl:18][C:19]([C:20]([Cl:21])=[O:22])=[O:23].[NH2:29][c:30]1[cH:31][cH:32][c:33]([O:52][CH3:53])[c:34]([O:35][c:36]2[cH:37][cH:38][c:39]3[n:40]([n:41]2)[cH:42][c:43]([NH:45][C:46](=[O:47])[CH:48]2[CH2:49][CH2:50]2)[n:44]3)[cH:51]1.[O:61]1[CH2:62][CH2:63][CH2:64][CH2:65]1>>[C:1](#[N:2])[C:3]([CH2:4][CH:5]1[CH2:6][CH2:7]1)([CH3:8])[c:9]1[cH:10][c:11]([C:12](=[O:14])[NH:29][c:30]2[cH:31][cH:32][c:33]([O:52][CH3:53])[c:34]([O:35][c:36]3[cH:37][cH:38][c:39]4[n:40]([n:41]3)[cH:42][c:43]([NH:45][C:46](=[O:47])[CH:48]3[CH2:49][CH2:50]3)[n:44]4)[cH:51]2)[cH:15][cH:16][cH:17]1. Reported procedure: A solution of 128 (1.444 g, 6.770 mmol) and THF (20 mL) was cooled to −10° C., and (3-fluoro-4-methoxyphenyl)magnesium bromide (2.717 g, 11.85 mmol) was added via addition funnel. The reaction was stirred at −10° C. for 1 h. Water was added, and the mixture was extracted with EtOAc. The organic layer was concentrated, and the resulting residue was purified by reverse phase chromatography (eluting with 0-65% MeCN/water) to afford 0.203 g (8.83%) of (R)—N#R)-(3-fluoro-4-methoxyphenyl)(1-methyl-1H-... Reaction SMILES: [CH3:1][C:2]([S@:5](/[N:7]=[CH:8]/[C:9]1[N:13]([CH3:14])[CH:12]=[N:11][CH:10]=1)=[O:6])([CH3:4])[CH3:3].C1COCC1.[F:20][C:21]1[CH:22]=[C:23]([Mg]Br)[CH:24]=[CH:25][C:26]=1[O:27][CH3:28]>O>[CH3:1][C:2]([S:5]([NH2:7])=[O:6])([CH3:4])[CH3:3].[F:20][C:21]1[CH:22]=[C:23]([C@@H:8]([C:9]2[N:13]([CH3:14])[CH:12]=[N:11][CH:10]=2)[NH:7][S@@:5]([C:2]([CH3:1])([CH3:3])[CH3:4])=[O:6])[CH:24]=[CH:25][C:26]=1[O:27][CH3:28]. Yield: 27.4%. Reactants: FC=1C=C(C=CC1OC)[Mg]Br ((3-fluoro-4-methoxyphenyl)magnesium bromide), CC(C)(C)[S@@](=O)/N=C/C1=CN=CN1C ((R,E)-2-methyl-N-((1-methyl-1H-imidazol-5-yl)methylene)propane-2-sulfinamide), C1CCOC1 (THF). The product is CC(C)(C)S(=O)N (2-methylpropane-2-sulfinamide), FC=1C=C(C=CC1OC)[C@H](N[S@](=O)C(C)(C)C)C1=CN=CN1C ((R)—N—((S)-(3-fluoro-4-methoxyphenyl)(1-methyl-1H-imidazol-5-yl)methyl)-2-methylpropane-2-sulfinamide). Run in O (Water). Conditions: temperature -10 celsius, time 1 hour.